describe an organic reaction: reactants, conditions, products, and yield From a dataset of the Open Reaction Database (ORD), a public repository of structured organic reaction records. Starting materials: FC(C(=O)O)(F)F.ClC1=CC=C(C=C1)C1C(N=C(N1)C1=C(C=C(C=C1)OC)OCC)C (5-(4-Chloro-phenyl)-2-(2-ethoxy-4-methoxy-phenyl)-4-methyl-4,5-dihydro-1H-imidazole, trifluoroacetate salt), ClC1=CC=C(C=C1)C1C(N=C(N1C(=O)N1CCN(CC1)C)C1=C(C=C(C=C1)OC)OCC)CC1CCCC1 ([5-(4-chloro-phenyl)-4-cyclopentylmethyl-2-(2-ethoxy-4-methoxy-phenyl)-4,5-dihydro-imidazol-1-yl]-(4-methyl-piperazin-1-yl)-methanone). Product: ClC1=CC=C(C=C1)C1C(N=C(N1C(=O)N1CCC(CC1)N1CCCC1)C1=C(C=C(C=C1)OC)OCC)C ([5-(4-Chloro-phenyl)-2-(2-ethoxy-4-methoxy-phenyl)-4-methyl-4,5-dihydro-imidazol-1-yl]-(4-pyrrolidin-1-yl-piperidin-1-yl)-methanone). Reaction SMILES: FC(F)(F)C(O)=O.ClC1C=CC([CH:15]2[NH:19][C:18]([C:20]3[CH:25]=[CH:24]C(OC)=CC=3OCC)=NC2C)=CC=1.[Cl:32][C:33]1[CH:38]=[CH:37][C:36]([CH:39]2[N:43]([C:44]([N:46]3[CH2:51][CH2:50]N(C)[CH2:48][CH2:47]3)=[O:45])[C:42]([C:53]3[CH:58]=[CH:57][C:56]([O:59][CH3:60])=[CH:55][C:54]=3[O:61][CH2:62][CH3:63])=[N:41][CH:40]2[CH2:64]C2CCCC2)=[CH:35][CH:34]=1>>[Cl:32][C:33]1[CH:34]=[CH:35][C:36]([CH:39]2[N:43]([C:44]([N:46]3[CH2:47][CH2:48][CH:15]([N:19]4[CH2:18][CH2:20][CH2:25][CH2:24]4)[CH2:50][CH2:51]3)=[O:45])[C:42]([C:53]3[CH:58]=[CH:57][C:56]([O:59][CH3:60])=[CH:55][C:54]=3[O:61][CH2:62][CH3:63])=[N:41][CH:40]2[CH3:64])=[CH:37][CH:38]=1 |f:0.1|. Procedure: [5-(4-Chloro-phenyl)-2-(2-ethoxy-4-methoxy-phenyl)-4-methyl-4,5-dihydro-imidazol-1-yl]-(4-pyrrolidin-1-yl-piperidin-1-yl)-methanone was prepared from 5-(4-chloro-phenyl)-2-(2-ethoxy-4-methoxy-phenyl)-4-methyl-4,5-dihydro-1H-imidazole, trifluoroacetate salt (Example 17) in an analogous manner as described for the preparation of [5-(4-chloro-phenyl)-4-cyclopentylmethyl-2-(2-ethoxy-4-methoxy-phenyl)-4,5-dihydro-imidazol-1-yl]-(4-methyl-piperazin-1-yl)-methanone (Example 24). HR-MS (ES, m/z) observe... Reactants: CCO, CC(C)(Br)C(=O)N(CCN)C1CCCCC1. The product is CC1(C)NCCN(C2CCCCC2)C1=O. RXN SMILES: [CH3:17][CH2:18][OH:19].[NH2:1][CH2:2][CH2:3][N:4]([C:5]([C:6]([CH3:7])([CH3:8])[Br:9])=[O:10])[CH:11]1[CH2:12][CH2:13][CH2:14][CH2:15][CH2:16]1>>[NH:1]1[CH2:2][CH2:3][N:4]([CH:11]2[CH2:12][CH2:13][CH2:14][CH2:15][CH2:16]2)[C:5](=[O:10])[C:6]1([CH3:7])[CH3:8].